Dataset: the Open Reaction Database (ORD), a public repository of structured organic reaction records. Task: describe an organic reaction: reactants, conditions, products, and yield The reactants are CC(C)COC(=O)Cl, CC(C)(C)OC(=O)NC(Cc1ccccc1)C(=O)O, CN1CCOCC1, CO, C=[N+]=[N-], C1CCOC1. The product is CC(C)(C)OC(=O)NC(Cc1ccccc1)C(=O)C=[N+]=[N-]. Reaction SMILES: [CH2:27]([O:28][C:29]([Cl:30])=[O:31])[CH:32]([CH3:33])[CH3:34].[CH3:1][C:2]([CH3:3])([CH3:4])[O:5][C:6](=[O:7])[NH:8][CH:9]([CH2:10][c:11]1[cH:12][cH:13][cH:14][cH:15][cH:16]1)[C:17](=[O:18])[OH:19].[CH3:20][N:21]1[CH2:22][CH2:23][O:24][CH2:25][CH2:26]1.[CH3:43][OH:44].[N+:35](=[N-:36])=[CH2:37].[O:38]1[CH2:39][CH2:40][CH2:41][CH2:42]1>>[CH3:1][C:2]([CH3:3])([CH3:4])[O:5][C:6](=[O:7])[NH:8][CH:9]([CH2:10][c:11]1[cH:12][cH:13][cH:14][cH:15][cH:16]1)[C:17](=[O:19])[CH:37]=[N+:35]=[N-:36]. The product is C(C)OC(=O)COCC(=O)C1=CC=CC=C1 (2-(ethoxycarbonylmethoxy)-acetophenone). The reactants are OCC(=O)C1=CC=CC=C1 (2-hydroxyacetophenone), C([O-])([O-])=O.[K+].[K+] (potassium carbonate), resultant mixture, C(C)OC(CBr)=O (bromoacetic acid ethyl ester). Run at time 1 hour. Solvent: CC(=O)C (acetone). RXN SMILES: [OH:1][CH2:2][C:3]([C:5]1[CH:10]=[CH:9][CH:8]=[CH:7][CH:6]=1)=[O:4].C(=O)([O-])[O-].[K+].[K+].[CH2:17]([O:19][C:20](=[O:23])[CH2:21]Br)[CH3:18]>CC(C)=O>[CH2:17]([O:19][C:20]([CH2:21][O:1][CH2:2][C:3]([C:5]1[CH:10]=[CH:9][CH:8]=[CH:7][CH:6]=1)=[O:4])=[O:23])[CH3:18] |f:1.2.3|. Procedure details: To a solution of 10 g of 2-hydroxyacetophenone in 40 ml of acetone, 12 g of potassium carbonate was added, and after the mixture was agitated for 1 hour at room temperature, 14 g of bromoacetic acid ethyl ester was added dropwise while stirring, and the resultant mixture was agitated for 3 hours. The reaction mixture was filtered and acetone was evaporated, leaving a residue which was extracted with ether. Evaporation of ether left a residue, which was recrystallized from petroleum ether to give... Isolated yield 59.4%. RXN SMILES: C([N:3]([C:31](=O)[C:32]1[CH:37]=[CH:36][C:35](O)=[CH:34]C=1)[C:4]1[CH:9]=[C:8]([O:10][CH3:11])[C:7]([O:12][CH3:13])=[CH:6][C:5]=1[CH:14]1[CH2:23][CH2:22][C:21]2[CH:20]=[C:19]([O:24]C(=O)C(C)(C)C)[CH:18]=[CH:17][C:16]=2[CH2:15]1)C.[CH2:40]([N:44]([CH3:49])[C:45](=O)[CH2:46]Cl)[CH2:41][CH2:42][CH3:43]>>[CH2:40]([N:44]([CH3:49])[CH2:45][CH2:46][O:10][C:8]1[CH:7]=[CH:6][C:36]([CH2:37][CH2:32][CH2:31][NH:3][C:4]2[CH:9]=[C:8]([O:10][CH3:11])[C:7]([O:12][CH3:13])=[CH:6][C:5]=2[CH:14]2[CH2:23][CH2:22][C:21]3[CH:20]=[C:19]([OH:24])[CH:18]=[CH:17][C:16]=3[CH2:15]2)=[CH:35][CH:34]=1)[CH2:41][CH2:42][CH3:43]. Starting materials: C(C)N(C1=C(C=C(C(=C1)OC)OC)C1CC=2C=CC(=CC2CC1)OC(C(C)(C)C)=O)C(C1=CC=C(C=C1)O)=O (pivalic acid 6-{2-[ethyl(4-hydroxybenzoyl)amino]-4,5-dimethoxyphenyl}-5,6,7,8-tetrahydronaphthalen-2-yl ester), C(CCC)N(C(CCl)=O)C (N-butyl-2-chloro-N-methylacetamide). The product is C(CCC)N(CCOC1=CC=C(CCCNC2=C(C=C(C(=C2)OC)OC)C2CC=3C=CC(=CC3CC2)O)C=C1)C (6-{2-{{4-[2-(Butylmethylamino)ethoxy]benzyl}ethylamino}-4,5-dimethoxyphenyl}-5,6,7,8-tetrahydronaphthalen-2-ol). Reported procedure: Synthesized from pivalic acid 6-{2-[ethyl(4-hydroxybenzoyl)amino]-4,5-dimethoxyphenyl}-5,6,7,8-tetrahydronaphthalen-2-yl ester (19 mg) and N-butyl-2-chloro-N-methylacetamide (12 mg) according to an analogous synthetic method to Example 404 and purified by LC-MS, the title compound (1.6 mg) was obtained. Isolated yield 16.4%. The reactants are CC(=O)N(C(=O)c1ccc(C=NO)cc1C)c1ncc(Cl)cn1, O=C([O-])O, COCCOC, O=C(O)CCC(O)=NCl, C=C(c1cc(Cl)c(Cl)c(Cl)c1)C(F)(F)F, [K+], O. Yields the product CC(=O)N(C(=O)c1ccc(C2=NOC(c3cc(Cl)c(Cl)c(Cl)c3)(C(F)(F)F)C2)cc1C)c1ncc(Cl)cn1. Reaction SMILES: [C:1]([CH3:2])(=[O:3])[N:4]([C:5]([c:6]1[c:7]([CH3:15])[cH:8][c:9]([CH:12]=[N:13][OH:14])[cH:10][cH:11]1)=[O:16])[c:17]1[n:18][cH:19][c:20]([Cl:23])[cH:21][n:22]1.[C:48](=[O:49])([O-:50])[OH:51].[CH3:53][O:54][CH2:55][CH2:56][O:57][CH3:58].[Cl:24][N:25]=[C:26]([OH:27])[CH2:28][CH2:29][C:30]([OH:31])=[O:32].[Cl:33][c:34]1[cH:35][c:36]([C:42](=[CH2:43])[C:44]([F:45])([F:46])[F:47])[cH:37][c:38]([Cl:41])[c:39]1[Cl:40].[K+:52].[OH2:59]>>[C:1]([CH3:2])(=[O:3])[N:4]([C:5]([c:6]1[c:7]([CH3:15])[cH:8][c:9]([C:12]2=[N:13][O:14][C:42]([c:36]3[cH:35][c:34]([Cl:33])[c:39]([Cl:40])[c:38]([Cl:41])[cH:37]3)([C:44]([F:45])([F:46])[F:47])[CH2:43]2)[cH:10][cH:11]1)=[O:16])[c:17]1[n:18][cH:19][c:20]([Cl:23])[cH:21][n:22]1. The reactants are C(C)OC=1C=C(CN2CCC(CC2)N)C=CC1OC (1-(3-ethoxy-4-methoxy-benzyl)-piperidin-4-ylamine), C(C)OC=1C=C(CN2CCC(CC2)N)C=CC1OC (1-(3-ethoxy-4-methoxy-benzyl)-piperidin-4-ylamine), ClC1=NC(=NC(=C1)C)N (4-chloro-6-methyl-pyrimidin-2-ylamine). Run in CC(=O)N(C)C (DMAc). The product is C(C)OC=1C=C(CN2CCC(CC2)NC2=NC(=NC(=C2)C)N)C=CC1OC (N4-[1-(3-ethoxy-4-methoxy-benzyl)-piperidin-4-yl]-6-methyl-pyrimidine-2,4-diamine). Isolated yield 11.0%. Reaction SMILES: Cl[C:2]1[CH:7]=[C:6]([CH3:8])[N:5]=[C:4]([NH2:9])[N:3]=1.[CH2:10]([O:12][C:13]1[CH:14]=[C:15]([CH:24]=[CH:25][C:26]=1[O:27][CH3:28])[CH2:16][N:17]1[CH2:22][CH2:21][CH:20]([NH2:23])[CH2:19][CH2:18]1)[CH3:11]>CC(N(C)C)=O>[CH2:10]([O:12][C:13]1[CH:14]=[C:15]([CH:24]=[CH:25][C:26]=1[O:27][CH3:28])[CH2:16][N:17]1[CH2:18][CH2:19][CH:20]([NH:23][C:2]2[CH:7]=[C:6]([CH3:8])[N:5]=[C:4]([NH2:9])[N:3]=2)[CH2:21][CH2:22]1)[CH3:11]. Procedure: A solution of 4-chloro-6-methyl-pyrimidin-2-ylamine (21.5 mg, 0.15 mmol, 1.0 equiv; commercially available) and 1-(3-ethoxy-4-methoxy-benzyl)-piperidin-4-ylamine (47.6 mg, 0.18 mmol, 1.2 equiv; intermediate A1) in DMAc (2 mL) was heated by microwave irradiation to 180° C. for 40 min. Removal of the solvent under reduced pressure and purification by preparative HPLC on reversed phase eluting with a gradient of acetonitrile/water provided 6.1 mg (11%) of the title compound. MS (ISP): 372.3 [M+H]+. The reactants are CS(=O)(=O)c1ccc(CBr)c(Cl)c1, CCS(=O)[O-], [Na+]. The product is CCS(=O)(=O)c1ccc(CBr)c(Cl)c1. RXN SMILES: [Br:1][CH2:2][c:3]1[c:4]([Cl:13])[cH:5][c:6]([S:9](=[O:10])(=[O:11])[CH3:12])[cH:7][cH:8]1.[CH2:14]([S:15]([O-:16])=[O:17])[CH3:18].[Na+:19]>>[Br:1][CH2:2][c:3]1[c:4]([Cl:13])[cH:5][c:6]([S:9](=[O:10])(=[O:11])[CH2:12][CH3:14])[cH:7][cH:8]1. Reactants: COC[C@H]1[C@@]([C@H]1/C=C/C(=C/C(=O)OCC)/C)(C1=CC(=CC(=C1)C(C)C)C(C)C)C (Ethyl (+)-(1S, 2R, 3R)-5-[3-methoxymethyl-2-methyl-2-(3,5-diisopropyl-phenyl)-cyclopropyl]-3-methyl-penta-2E,4E-dienoate), COC[C@@H]1[C@@]([C@@H]1C=O)(C1=CC(=CC(=C1)C(C)C)C(C)C)C ((−)-(1R, 2S, 3S)-3-Methoxymethyl-2-methyl-2-(3,5-diisopropyl-phenyl)-cyclopropanecarbaldehyde). Yields the product COC[C@@H]1[C@]([C@@H]1/C=C/C(=C/C(=O)OCC)/C)(C1=CC(=CC(=C1)C(C)C)C(C)C)C (Ethyl (−)-(1R, 2S, 3S)-5-[3-methoxymethyl-2-methyl-2-(3,5-diisopropyl-phenyl)-cyclopropyl]-3-methyl-penta-2E,4E-dienoate). Isolated yield 76.0%. Reaction SMILES: [CH3:1][O:2][CH2:3][C@@H:4]1[C@H:6](/[CH:7]=[CH:8]/[C:9](/[CH3:16])=[CH:10]/[C:11]([O:13][CH2:14][CH3:15])=[O:12])[C@@:5]1([CH3:29])[C:17]1[CH:22]=[C:21]([CH:23]([CH3:25])[CH3:24])[CH:20]=[C:19]([CH:26]([CH3:28])[CH3:27])[CH:18]=1.COC[C@H]1[C@@H](C=O)[C@@]1(C)C1C=C(C(C)C)C=C(C(C)C)C=1>>[CH3:1][O:2][CH2:3][C@H:4]1[C@@H:6](/[CH:7]=[CH:8]/[C:9](/[CH3:16])=[CH:10]/[C:11]([O:13][CH2:14][CH3:15])=[O:12])[C@:5]1([CH3:29])[C:17]1[CH:18]=[C:19]([CH:26]([CH3:27])[CH3:28])[CH:20]=[C:21]([CH:23]([CH3:25])[CH3:24])[CH:22]=1. Reported procedure: Following a procedure similar to that for the preparation of Compound 24 but using Intermediate 46 as the starting material afforded the title compound (15 mg, 76% yield) as a white solid: Starting materials: CC(C)(C)OC(=O)N1CC2CC1CN2c1nncc2cc(Br)ccc12, O=C([O-])[O-], COCCOC, CCO, Cc1ccc(C(=O)NC2CC2)cc1B1OC(C)(C)C(C)(C)O1, [K+], [K+], c1ccc(P(c2ccccc2)(c2ccccc2)[Pd](P(c2ccccc2)(c2ccccc2)c2ccccc2)(P(c2ccccc2)(c2ccccc2)c2ccccc2)P(c2ccccc2)(c2ccccc2)c2ccccc2)cc1. Product: Cc1ccc(C(=O)NC2CC2)cc1-c1ccc2c(N3CC4CC3CN4C(=O)OC(C)(C)C)nncc2c1. Reaction SMILES: [Br:1][c:2]1[cH:3][c:4]2[cH:5][n:6][n:7][c:8]([N:12]3[CH:13]4[CH2:14][N:15]([C:19](=[O:20])[O:21][C:22]([CH3:23])([CH3:24])[CH3:25])[CH:16]([CH2:17]3)[CH2:18]4)[c:9]2[cH:10][cH:11]1.[C:48](=[O:49])([O-:50])[O-:51].[CH3:54][O:55][CH2:56][CH2:57][O:58][CH3:59].[CH3:60][CH2:61][OH:62].[CH:26]1([NH:29][C:30]([c:31]2[cH:32][c:33]([B:38]3[O:39][C:40]([CH3:41])([CH3:42])[C:43]([CH3:44])([CH3:45])[O:46]3)[c:34]([CH3:37])[cH:35][cH:36]2)=[O:47])[CH2:27][CH2:28]1.[K+:52].[K+:53].[cH:63]1[cH:64][cH:65][c:66]([P:67]([Pd:68]([P:69]([c:70]2[cH:71][cH:72][cH:73][cH:74][cH:75]2)([c:76]2[cH:77][cH:78][cH:79][cH:80][cH:81]2)[c:82]2[cH:83][cH:84][cH:85][cH:86][cH:87]2)([P:88]([c:89]2[cH:90][cH:91][cH:92][cH:93][cH:94]2)([c:95]2[cH:96][cH:97][cH:98][cH:99][cH:100]2)[c:101]2[cH:102][cH:103][cH:104][cH:105][cH:106]2)[P:107]([c:108]2[cH:109][cH:110][cH:111][cH:112][cH:113]2)([c:114]2[cH:115][cH:116][cH:117][cH:118][cH:119]2)[c:120]2[cH:121][cH:122][cH:123][cH:124][cH:125]2)([c:126]2[cH:127][cH:128][cH:129][cH:130][cH:131]2)[c:132]2[cH:133][cH:134][cH:135][cH:136][cH:137]2)[cH:138][cH:139]1>>[c:2]1(-[c:33]2[cH:32][c:31]([C:30]([NH:29][CH:26]3[CH2:27][CH2:28]3)=[O:47])[cH:36][cH:35][c:34]2[CH3:37])[cH:3][c:4]2[cH:5][n:6][n:7][c:8]([N:12]3[CH:13]4[CH2:14][N:15]([C:19](=[O:20])[O:21][C:22]([CH3:23])([CH3:24])[CH3:25])[CH:16]([CH2:17]3)[CH2:18]4)[c:9]2[cH:10][cH:11]1. The reactants are O (water), C(C)(C)(C)OC(=O)N1C[C@@H](CCC1)N(C(C1=CC=C(C=C1)C=1C=NN2C1N=CC=C2)=O)C2=[N+](C=CC=C2C)[O-] ((R)-2-(N-(1-(tert-butoxycarbonyl)piperidin-3-yl)-4-(pyrazolo[1,5-a]pyrimidin-3-yl)benzamido)-3-methylpyridine 1-oxide), C(C)(C)(C)OC(=O)N1C[C@@H](CCC1)NC1=[N+](C=CC=C1C)[O-] ((R)-2-(1-(tert-butoxycarbonyl)-piperidin-3-ylamino)-3-methylpyridine 1-oxide), B(B(O)O)(O)O (tetrahydroxydiboron). Run in C(C)#N (acetonitrile). Conditions: temperature 60 celsius, time 8 hour. Yields the product CC=1C(=NC=CC1)N(C(C1=CC=C(C=C1)C=1C=NN2C1N=CC=C2)=O)[C@H]2CN(CCC2)C(=O)OC(C)(C)C ((R)-tert-butyl 3-(N-(3-methylpyridin-2-yl)-4-(pyrazolo[1,5-a]pyrimidin-3-yl)benzamido)piperidine-1-carboxylate). Reaction SMILES: [C:1]([O:5][C:6]([N:8]1[CH2:13][CH2:12][CH2:11][C@@H:10]([N:14]([C:32]2[C:37]([CH3:38])=[CH:36][CH:35]=[CH:34][N+:33]=2[O-])[C:15](=[O:31])[C:16]2[CH:21]=[CH:20][C:19]([C:22]3[CH:23]=[N:24][N:25]4[CH:30]=[CH:29][CH:28]=[N:27][C:26]=34)=[CH:18][CH:17]=2)[CH2:9]1)=[O:7])([CH3:4])([CH3:3])[CH3:2].C(OC(N1CCC[C@@H](NC2C(C)=CC=C[N+]=2[O-])C1)=O)(C)(C)C.B(O)(O)B(O)O.O>C(#N)C>[CH3:38][C:37]1[C:32]([N:14]([C@@H:10]2[CH2:11][CH2:12][CH2:13][N:8]([C:6]([O:5][C:1]([CH3:4])([CH3:3])[CH3:2])=[O:7])[CH2:9]2)[C:15](=[O:31])[C:16]2[CH:17]=[CH:18][C:19]([C:22]3[CH:23]=[N:24][N:25]4[CH:30]=[CH:29][CH:28]=[N:27][C:26]=34)=[CH:20][CH:21]=2)=[N:33][CH:34]=[CH:35][CH:36]=1. Reported procedure: To a solution of the compound from Step 1 (R)-2-(1-(tert-butoxycarbonyl)-piperidin-3-ylamino)-3-methylpyridine 1-oxide (760 mg, 1.44 mmol) in acetonitrile (15 mL) was added tetrahydroxydiboron (387 mg, 4.32 mmol) at room temperature. The reaction was stirred at 60° C. overnight. The resulting mixture was treated with water then extracted with EtOAc (3×30 mL). The combined organic layers were dried over Na2SO4, filtered, and the filtrate was concentrated under reduced pressure to afford the title...